This data is from the Open Reaction Database (ORD), a public repository of structured organic reaction records. The task is: describe an organic reaction: reactants, conditions, products, and yield Starting materials: C(C1=CC=CC=C1)Br (Benzyl bromide), O.O.O.C(C)N(C([S-])=S)CC.[Na+] (sodium N,N-diethyldithiocarbamate trihydrate). Solvent: C1CCOC1 (THF), C1CCOC1 (THF). Run at time 3 hour. The product is CCN(CC)C(=S)SCC1=CC=CC=C1 (N,N-diethyl S-benzyl dithiocarbamate). Isolated yield 94.0%. Reaction SMILES: [CH2:1](Br)[C:2]1[CH:7]=[CH:6][CH:5]=[CH:4][CH:3]=1.O.O.O.[CH2:12]([N:14]([CH2:18][CH3:19])[C:15](=[S:17])[S-:16])[CH3:13].[Na+]>C1COCC1>[CH3:13][CH2:12][N:14]([C:15]([S:17][CH2:1][C:2]1[CH:7]=[CH:6][CH:5]=[CH:4][CH:3]=1)=[S:16])[CH2:18][CH3:19] |f:1.2.3.4.5|. Procedure: Benzyl bromide (2.05 g, 12 mmol) in THF (10 mL) was added dropwise over 15 minutes to a supension of sodium N,N-diethyldithiocarbamate trihydrate (2.25 g, 10 mmol) in 25 mL of THF at room temperature. The solution was allowed to stir at room temperature for 3 hours when the solids were filtered off and the filtrate concentrated. The crude residue was purified by column chromatography (silica gel, 20% ethyl acetate in petroleum spirits) to obtain the title compound (2.25 g, 94%). 1H-nmr (CDCl3) δ... Starting materials: CC1(OC(C(C1)OCOCCOC)(CC)COCC1=CC=CC=C1)C (2,2-Dimethyl-4-methoxyethoxymethoxy-5-benzyloxymethyl-5-ethyl oxolane), CO (methanol), Cl (hydrochloric acid). Solvent: C(C)OCC (diethyl ether). Product: CC1(OC(C(C1)O)(CC)COCC1=CC=CC=C1)C (2,2-Dimethyl-4-hydroxy-5-benzyloxymethyl-5-ethyl oxolane). Isolated yield 91.4%. As a reaction SMILES: [CH3:1][C:2]1([CH3:25])[CH2:6][CH:5]([O:7]COCCOC)[C:4]([CH2:16][O:17][CH2:18][C:19]2[CH:24]=[CH:23][CH:22]=[CH:21][CH:20]=2)([CH2:14][CH3:15])[O:3]1.CO.Cl>C(OCC)C>[CH3:25][C:2]1([CH3:1])[CH2:6][CH:5]([OH:7])[C:4]([CH2:16][O:17][CH2:18][C:19]2[CH:24]=[CH:23][CH:22]=[CH:21][CH:20]=2)([CH2:14][CH3:15])[O:3]1. Procedure: The compound of Example 25 (3.85 g) was added to methanol (50 ml) containing 0.6 ml of 36% hydrochloric acid and the resulting mixture was refluxed for 21/2 hours. The mixture was then cooled and the methanol was evaporated to give an oily residue. This residue was dissolved in diethyl ether, washed with brine, dried over magnesium sulphate and evaporated to give 2.64 g (91.7%) of the pure desired product. This product was shown to be pure, and to consist of a mixture of isomers, by thin layer c... Reactants: [Br-], C#C[Mg+], O=Cc1ccc(C(F)F)o1, C1CCOC1. Product: C#CC(O)c1ccc(C(F)F)o1. As a reaction SMILES: [Br-:1].[C:2](#[CH:3])[Mg+:4].[F:5][CH:6]([c:7]1[cH:8][cH:9][c:10]([CH:12]=[O:13])[o:11]1)[F:14].[O:15]1[CH2:16][CH2:17][CH2:18][CH2:19]1>>[C:2](#[CH:3])[CH:12]([c:10]1[cH:9][cH:8][c:7]([CH:6]([F:5])[F:14])[o:11]1)[OH:13]. The reactants are NC1=CC(=NN1C=1C=C(OCCO)C=CC1)C(C)(C)C (2-[3-(5-Amino-3-tert-butyl-pyrazol-1-yl)-phenoxy]-ethanol), [OH-].[Na+] (NaOH), ClC(=O)OCC(Cl)(Cl)Cl (2,2,2-trichloroethyl chloroformate). Run in CCOC(=O)C (EtOAc). Run at time 1 hour. The product is ClC(COC(NC=1N(N=C(C1)C(C)(C)C)C1=CC(=CC=C1)OCCO)=O)(Cl)Cl ({5-tert-Butyl-2-[3-(2-hydroxy-ethoxy)-phenyl]-2H-pyrazol-3-yl}-carbamic acid 2,2,2-trichloro-ethyl ester). Isolated yield 56.8%. As a reaction SMILES: [NH2:1][C:2]1[N:6]([C:7]2[CH:8]=[C:9]([CH:14]=[CH:15][CH:16]=2)[O:10][CH2:11][CH2:12][OH:13])[N:5]=[C:4]([C:17]([CH3:20])([CH3:19])[CH3:18])[CH:3]=1.[OH-].[Na+].Cl[C:24]([O:26][CH2:27][C:28]([Cl:31])([Cl:30])[Cl:29])=[O:25]>CCOC(C)=O>[Cl:29][C:28]([Cl:31])([Cl:30])[CH2:27][O:26][C:24](=[O:25])[NH:1][C:2]1[N:6]([C:7]2[CH:16]=[CH:15][CH:14]=[C:9]([O:10][CH2:11][CH2:12][OH:13])[CH:8]=2)[N:5]=[C:4]([C:17]([CH3:20])([CH3:19])[CH3:18])[CH:3]=1 |f:1.2|. Procedure: A solution of Intermediate 186a (1.0 g, 3.63 mmol) in EtOAc (20 mL) was treated with aqueous NaOH (1M, 6.53 mmol), followed by 2,2,2-trichloroethyl chloroformate (0.529 mL, 3.85 mmol) and the reaction mixture was stirred at RT for 1 h. The mixture was partitioned between EtOAc (20 mL) and water (20 mL). The layers were separated and the aqueous layer was extracted with a further 20 mL EtOAc. The combined organic layers were dried (Na2SO4), filtered and concentrated in vacuo. The residue was puri... Reactants: COC(C(CC(=O)O)=CC1=CC=C(C=C1)OC)=O (2-(4-methoxybenzylidene)succinic acid 1-methyl ester). The reagents and catalysts are [Pd] (palladium on carbon). Run in CO (methanol). Reaction conditions: time 16 hour. Product: COC(C(CC(=O)O)CC1=CC=C(C=C1)OC)=O (2-(4-Methoxybenzyl)succinic acid 1-methyl ester). Yield: 99.2%. Reaction SMILES: [CH3:1][O:2][C:3](=[O:18])[C:4](=[CH:9][C:10]1[CH:15]=[CH:14][C:13]([O:16][CH3:17])=[CH:12][CH:11]=1)[CH2:5][C:6]([OH:8])=[O:7]>CO.[Pd]>[CH3:1][O:2][C:3](=[O:18])[CH:4]([CH2:9][C:10]1[CH:11]=[CH:12][C:13]([O:16][CH3:17])=[CH:14][CH:15]=1)[CH2:5][C:6]([OH:8])=[O:7]. Procedure details: To a solution of 2-(4-methoxybenzylidene)succinic acid 1-methyl ester (3 g) in methanol (100 ml) was added 10% palladium on carbon (0.6 g) and the solution was stirred for 16 hours under hydrogen atomosphere at room temperature. The catalyst was filtered off and the filtrate was concentrated under reduced pressure to give the titled compound (3 g) as a colorless oily substance. Starting materials: FC=1C=CC(=NC1)NC(C(C)(C)C)=O (N-(5-fluoropyridin-2-yl)-2,2-dimethylpropanamide), solution, C(CCCCCCCCCCC)C1=CC=C(C=C1)S(=O)(=O)N=[N+]=[N-] (4-dodecylbenzenesulfonyl azide), [NH4+].[Cl-] (NH4Cl). Procedure: To a −78° C. solution of N-(5-fluoropyridin-2-yl)-2,2-dimethylpropanamide (1.34 g, 6.83 mmol) in tetrahydrofuran (25 mL) was added tert-butyl]ithium (1.31 mL of a 1.7 M solution, 20.5 mmol) drop wise. After 3 h at −78° C., 4-dodecylbenzenesulfonyl azide (3.60 g, 10.2 mmol) was added at the reaction was allowed to warm to room temperature. After 1 h, saturated aqueous NH4Cl was added, and the tetrahydrofuran was removed via rotary evaporator. Dichloromethane was added, the layers separated and th... Run in O1CCCC1 (tetrahydrofuran). The yield is 17.0%. Reaction conditions: time 3 hour. Yields the product EtOAc hexanes, N(=[N+]=[N-])C=1C(=NC=C(C1)F)NC(C(C)(C)C)=O (N-(3-Azido-5-fluoropyridin-2-yl)-2,2-dimethylpropanamide). As a reaction SMILES: [F:1][C:2]1[CH:3]=[CH:4][C:5]([NH:8][C:9](=[O:14])[C:10]([CH3:13])([CH3:12])[CH3:11])=[N:6][CH:7]=1.C(C1C=CC(S([N:36]=[N+:37]=[N-:38])(=O)=O)=CC=1)CCCCCCCCCCC.[NH4+].[Cl-]>O1CCCC1>[N:36]([C:4]1[C:5]([NH:8][C:9](=[O:14])[C:10]([CH3:11])([CH3:13])[CH3:12])=[N:6][CH:7]=[C:2]([F:1])[CH:3]=1)=[N+:37]=[N-:38] |f:2.3|.